Dataset: the Open Reaction Database (ORD), a public repository of structured organic reaction records. Task: describe an organic reaction: reactants, conditions, products, and yield Reactants: C(C)(C)(C)O[C@H](C(=O)OC)C1=C2N3CCC(OCCCC[C@@H](OC=4C=CC(=CC4C4=CC=CC(C5=CN2C(C(=C1C)Cl)=N5)=C4)F)C)(CC3)C (methyl(2S)-2-(tert-butoxy)-2-[(22S)-5-chloro-17-fluoro-4,22,28-trimethyl-21,27-dioxa-1,7,34-triazahexacyclo[26.2.2.16,9.110,14.02,7.015,20]tetratriaconta-2,4,6(34),8,10(33),11,13,15(20),16,18-decaen-3-yl]acetate), C(C)(C)(C)O[C@H](C(=O)O)C1=C2N3CCC(OCCCC[C@@H](OC=4C=CC(=CC4C4=CC=CC(C5=C(N2C(C=C1C)=N5)Cl)=C4)C)C)(CC3)C ((2S)-2-(tert-butoxy)-2-[(22S)-8-chloro-4,17,22,28-tetramethyl-21,27-dioxa-1,7,34-triazahexacyclo[26.2.2.16,9.110,14.02,7.015,20]tetratriaconta-2,4,6(34),8,10(33),11,13,15(20),16,18-decaen-3-yl]acetic acid). The product is C(C)(C)(C)O[C@H](C(=O)O)C1=C2N3CCC(OCCCC[C@@H](OC=4C=CC(=CC4C4=CC=CC(C5=CN2C(C(=C1C)Cl)=N5)=C4)F)C)(CC3)C ((2S)-2-(tert-Butoxy)-2-[(22S)-5-chloro-17-fluoro-4,22,28-trimethyl-21,27-dioxa-1,7,34-triazahexacyclo[26.2.2.16,9.110,14.02,7.015,20]tetratriaconta-2,4,6(34),8,10(33),11,13,15(20),16,18-decaen-3-yl]acetic acid). Yield: 19.1%. Reaction SMILES: [C:1]([O:5][C@@H:6]([C:11]1[C:40]([CH3:41])=[C:39]([Cl:42])[C:38]2=[N:43][C:35]3=[CH:36][N:37]2[C:12]=1[N:13]1[CH2:48][CH2:47][C:16]([CH3:49])([O:17][CH2:18][CH2:19][CH2:20][CH2:21][C@H:22]([CH3:46])[O:23][C:24]2[CH:25]=[CH:26][C:27]([F:45])=[CH:28][C:29]=2[C:30]2[CH:44]=[C:34]3[CH:33]=[CH:32][CH:31]=2)[CH2:15][CH2:14]1)[C:7]([O:9]C)=[O:8])([CH3:4])([CH3:3])[CH3:2].C(O[C@@H](C1C(C)=CC2=NC3=C(Cl)N2C=1N1CCC(C)(OCCCC[C@H](C)OC2C=CC(C)=CC=2C2C=C3C=CC=2)CC1)C(O)=O)(C)(C)C>>[C:1]([O:5][C@@H:6]([C:11]1[C:40]([CH3:41])=[C:39]([Cl:42])[C:38]2=[N:43][C:35]3=[CH:36][N:37]2[C:12]=1[N:13]1[CH2:14][CH2:15][C:16]([CH3:49])([O:17][CH2:18][CH2:19][CH2:20][CH2:21][C@H:22]([CH3:46])[O:23][C:24]2[CH:25]=[CH:26][C:27]([F:45])=[CH:28][C:29]=2[C:30]2[CH:44]=[C:34]3[CH:33]=[CH:32][CH:31]=2)[CH2:47][CH2:48]1)[C:7]([OH:9])=[O:8])([CH3:4])([CH3:2])[CH3:3]. Procedure: Prepared in 19.1% yield from methyl(2S)-2-(tert-butoxy)-2-[(22S)-5-chloro-17-fluoro-4,22,28-trimethyl-21,27-dioxa-1,7,34-triazahexacyclo[26.2.2.16,9.110,14.02,7.015,20]tetratriaconta-2,4,6(34),8,10(33),11,13,15(20),16,18-decaen-3-yl]acetate following the procedure for (2S)-2-(tert-butoxy)-2-[(22S)-8-chloro-4,17,22,28-tetramethyl-21,27-dioxa-1,7,34-triazahexacyclo[26.2.2.16,9.110,14.02,7.015,20]tetratriaconta-2,4,6(34),8,10(33),11,13,15(20),16,18-decaen-3-yl]acetic acid. 1H NMR (500 MHz, DMSO-d6)...